From a dataset of the Open Reaction Database (ORD), a public repository of structured organic reaction records. describe an organic reaction: reactants, conditions, products, and yield The reactants are COC=1C=C(C=C(C1OCCC)OC)C1=NC=C(C=C1)N(CCN(C)C=1C=CC(=NC1)C1=CC(=C(C(=C1)OC)OCCC)OC)C (N,N′-bis[2-(3,5-dimethoxy-4-propoxyphenyl)-5-pyridyl]-N,N′-dimethylethylenediamine), CS(=O)(=O)O (methanesulfonic acid). Run in CO.C(Cl)(Cl)Cl (methanol chloroform). The product is CS(=O)(=O)O.CS(=O)(=O)O.COC=1C=C(C=C(C1OCCC)OC)C1=NC=C(C=C1)N(CCN(C)C=1C=CC(=NC1)C1=CC(=C(C(=C1)OC)OCCC)OC)C (N,N′-Bis[2-(3,5-dimethoxy-4-propoxyphenyl)-5-pyridyl]-N,N′-dimethylethylenediamine dimethanesulfonate), powder. Isolated yield 56.0%. As a reaction SMILES: [CH3:1][O:2][C:3]1[CH:4]=[C:5]([C:15]2[CH:20]=[CH:19][C:18]([N:21]([CH3:46])[CH2:22][CH2:23][N:24]([C:26]3[CH:27]=[CH:28][C:29]([C:32]4[CH:37]=[C:36]([O:38][CH3:39])[C:35]([O:40][CH2:41][CH2:42][CH3:43])=[C:34]([O:44][CH3:45])[CH:33]=4)=[N:30][CH:31]=3)[CH3:25])=[CH:17][N:16]=2)[CH:6]=[C:7]([O:13][CH3:14])[C:8]=1[O:9][CH2:10][CH2:11][CH3:12].[CH3:47][S:48]([OH:51])(=[O:50])=[O:49]>CO.C(Cl)(Cl)Cl>[CH3:47][S:48]([OH:51])(=[O:50])=[O:49].[CH3:47][S:48]([OH:51])(=[O:50])=[O:49].[CH3:45][O:44][C:34]1[CH:33]=[C:32]([C:29]2[CH:28]=[CH:27][C:26]([N:24]([CH3:25])[CH2:23][CH2:22][N:21]([C:18]3[CH:19]=[CH:20][C:15]([C:5]4[CH:4]=[C:3]([O:2][CH3:1])[C:8]([O:9][CH2:10][CH2:11][CH3:12])=[C:7]([O:13][CH3:14])[CH:6]=4)=[N:16][CH:17]=3)[CH3:46])=[CH:31][N:30]=2)[CH:37]=[C:36]([O:38][CH3:39])[C:35]=1[O:40][CH2:41][CH2:42][CH3:43] |f:2.3,4.5.6|. Procedure: To a solution of N,N′-bis[2-(3,5-dimethoxy-4-propoxyphenyl)-5-pyridyl]-N,N′-dimethylethylenediamine (124.0 mg, 0.196 mmol) in methanol-chloroform (1:2, 3.0 mL) was added a 1.0 M aqueous methanesulfonic acid (0.41 mL, 0.41 mmol), and the reaction mixture was concentrated under reduced pressure. Ethanol (5.0 mL) was added to the residue, and the mixture was concentrated under reduced pressure. The residue was recrystallized from ethanol-diethyl ether-hexane to afford the title compound as yellow a... The reactants are C(C)(=O)O[C@H]1[C@H](SC2=CC=C(C=C2)F)O[C@@H]([C@H]([C@@H]1OC(C)=O)O[C@@H]1[C@H](OC(C)=O)[C@@H](OC(C)=O)[C@H](OC(C)=O)[C@H](O1)COC(C)=O)COC(C)=O (4-fluorophenyl 2,3,6-tri-O-acetyl-4-O-(2,3,4,6-tetra-O-acetyl-α-D-glucopyranosyl)-1-thio-β-D-glucopyranoside). The solvent is CO (methanol). The product is [C@H]1([C@H](O)[C@@H](O)[C@H](O)[C@H](O1)CO)O[C@H]1[C@@H]([C@H]([C@H](SC2=CC=C(C=C2)F)O[C@@H]1CO)O)O (4-Fluorophenyl 4-O-(α-D-glucopyranosyl)-1-thio-β-D-glucopyranoside). RXN SMILES: C([O:4][C@@H:5]1[C@@H:18]([O:19]C(=O)C)[C@H:17]([O:23][C@H:24]2[O:41][C@H:40]([CH2:42][O:43]C(=O)C)[C@@H:35]([O:36]C(=O)C)[C@H:30]([O:31]C(=O)C)[C@H:25]2[O:26]C(=O)C)[C@@H:16]([CH2:47][O:48]C(=O)C)[O:15][C@H:6]1[S:7][C:8]1[CH:13]=[CH:12][C:11]([F:14])=[CH:10][CH:9]=1)(=O)C>CO>[C@H:24]1([O:23][C@@H:17]2[C@@H:16]([CH2:47][OH:48])[O:15][C@@H:6]([S:7][C:8]3[CH:9]=[CH:10][C:11]([F:14])=[CH:12][CH:13]=3)[C@H:5]([OH:4])[C@H:18]2[OH:19])[O:41][C@H:40]([CH2:42][OH:43])[C@@H:35]([OH:36])[C@H:30]([OH:31])[C@H:25]1[OH:26]. Procedure details: A 4.0 g portion of 4-fluorophenyl 2,3,6-tri-O-acetyl-4-O-(2,3,4,6-tetra-O-acetyl-α-D-glucopyranosyl)-1-thio-β-D-glucopyranoside was reacted as described in Example 8, giving 2.2 g of the intermediate as a white solid, [α]D26 =+52°±1° (0.872%, methanol). Starting materials: C[Si](C#CC1=CC=C2CCC3(CC2=C1)OCCO3)(C)C (3',4'-dihydro-7'[2-(trimethylsilyl)ethynyl]spiro[1,3-dioxolane-2,2'(1'H)-naphthalene]), C(=O)([O-])[O-].[K+].[K+] (K2CO3). Solvent: CO (methanol). Conditions: time 30 minute. Yields the product C(#C)C1=CC=C2CCC3(CC2=C1)OCCO3 (7'-ethynyl-3',4'-dihydrospiro[1,3-dioxolane-2,2'(1'H)-naphthalene]). The yield is 79.0%. As a reaction SMILES: C[Si](C)(C)[C:3]#[C:4][C:5]1[CH:14]=[C:13]2[C:8]([CH2:9][CH2:10][C:11]3([O:18][CH2:17][CH2:16][O:15]3)[CH2:12]2)=[CH:7][CH:6]=1.C([O-])([O-])=O.[K+].[K+]>CO>[C:4]([C:5]1[CH:14]=[C:13]2[C:8]([CH2:9][CH2:10][C:11]3([O:15][CH2:16][CH2:17][O:18]3)[CH2:12]2)=[CH:7][CH:6]=1)#[CH:3] |f:1.2.3|. Procedure details: A solution of 3',4'-dihydro-7'[2-(trimethylsilyl)ethynyl]spiro[1,3-dioxolane-2,2'(1'H)-naphthalene] (1.45 g, 5.02 mmol) and suspended K2CO3 (0.50 g) in methanol (20 ml) was stirred at room temperature for 30 minutes. The solution was then filtered and concentrated in vacuo. The residue was absorbed onto silica gel (2 g) and purified by chromatography on silica gel (11 g) eluting with diethyl ether:hexane (1:9) to give 7'-ethynyl-3',4'-dihydrospiro[1,3-dioxolane-2,2'(1'H)-naphthalene] as a solid ... Starting materials: FC1=C(C=CC(=C1)F)[N+](=O)[O-] (2,4-difluoro-1-nitro-benzene), NC=1SC=CC1C#N (2-aminothiophene-3-carbonitrile), O.[OH-].[Li+] (lithium hydroxide monohydrate). The solvent is CS(=O)C (DMSO). Yields the product FC=1C=CC(=C(C1)NC=1SC=CC1C#N)[N+](=O)[O-] (2-(5-Fluoro-2-nitro-phenylamino)-thiophene-3-carbonitrile). The yield is 44.9%. Reaction SMILES: F[C:2]1[CH:7]=[C:6]([F:8])[CH:5]=[CH:4][C:3]=1[N+:9]([O-:11])=[O:10].[NH2:12][C:13]1[S:14][CH:15]=[CH:16][C:17]=1[C:18]#[N:19].O.[OH-].[Li+]>CS(C)=O>[F:8][C:6]1[CH:5]=[CH:4][C:3]([N+:9]([O-:11])=[O:10])=[C:2]([NH:12][C:13]2[S:14][CH:15]=[CH:16][C:17]=2[C:18]#[N:19])[CH:7]=1 |f:2.3.4|. Reported procedure: Combine 2,4-difluoro-1-nitro-benzene (5.24 g, 32.94 mmol), 2-aminothiophene-3-carbonitrile (4.09 g, 32.94 mmol), and DMSO (30.0 ml). Add lithium hydroxide monohydrate (2.76 g, 65.88 mmol) all at once and then stir the mixture at 55° for 22 hours. Cool the mixture to ambient temperature and then pour it onto ice chips. Extract with ethyl acetate and then wash (brine), dry (sodium sulfate), and evaporate the organic to residue. Purify the residue on silica gel using hexanes/dichloromethane (35:65)... Starting materials: [BH4-], C1CCOC1, CB1OC(c2ccccc2)(c2ccccc2)C2CCCN12, CSC, CO, Cl, O=C(CCC1C(=O)N(c2ccc(F)cc2)C1c1ccc(OCc2ccccc2)cc1)c1ccc(F)cc1. Product: O=C1C(CCC(O)c2ccc(F)cc2)C(c2ccc(OCc3ccccc3)cc2)N1c1ccc(F)cc1. Reaction SMILES: [BH4-:62].[CH2:64]1[O:65][CH2:66][CH2:67][CH2:68]1.[CH3:1][B:2]1[N:3]2[CH2:4][CH2:5][CH2:6][CH:7]2[C:8]([c:9]2[cH:10][cH:11][cH:12][cH:13][cH:14]2)([c:15]2[cH:16][cH:17][cH:18][cH:19][cH:20]2)[O:21]1.[CH3:59][S:60][CH3:61].[CH3:69][OH:70].[ClH:63].[F:22][c:23]1[cH:24][cH:25][c:26]([N:29]2[C:30](=[O:58])[CH:31]([CH2:47][CH2:48][C:49](=[O:50])[c:51]3[cH:52][cH:53][c:54]([F:57])[cH:55][cH:56]3)[CH:32]2[c:33]2[cH:34][cH:35][c:36]([O:39][CH2:40][c:41]3[cH:42][cH:43][cH:44][cH:45][cH:46]3)[cH:37][cH:38]2)[cH:27][cH:28]1>>[F:22][c:23]1[cH:24][cH:25][c:26]([N:29]2[C:30](=[O:58])[CH:31]([CH2:47][CH2:48][CH:49]([OH:50])[c:51]3[cH:52][cH:53][c:54]([F:57])[cH:55][cH:56]3)[CH:32]2[c:33]2[cH:34][cH:35][c:36]([O:39][CH2:40][c:41]3[cH:42][cH:43][cH:44][cH:45][cH:46]3)[cH:37][cH:38]2)[cH:27][cH:28]1. Reactants: CCOCC, COc1cccc(C#N)c1OC, CC(C)I, [Mg]. Yields the product COc1cccc(C#N)c1C(C)C. As a reaction SMILES: [CH2:18]([O:19][CH2:20][CH3:21])[CH3:22].[CH3:6][O:7][c:8]1[c:9]([C:10]#[N:11])[cH:12][cH:13][cH:14][c:15]1[O:16][CH3:17].[CH:2]([CH3:3])([CH3:4])[I:5].[Mg:1]>>[CH:2]([CH3:3])([CH3:4])[c:8]1[c:9]([C:10]#[N:11])[cH:12][cH:13][cH:14][c:15]1[O:16][CH3:17]. Reaction SMILES: [Cl:1][C:2]1[CH:7]=[C:6]([Cl:8])[CH:5]=[CH:4][C:3]=1[C:9]([OH:46])([CH2:16][O:17][C:18]1[CH:23]=[CH:22][C:21]([N:24]2[CH2:29][CH2:28][N:27]([C:30]3[CH:35]=[CH:34][C:33]([NH:36][C:37](OC4C=CC=CC=4)=[O:38])=[CH:32][CH:31]=3)[CH2:26][CH2:25]2)=[CH:20][CH:19]=1)[CH2:10][N:11]1[CH:15]=[N:14][CH:13]=[N:12]1.Cl.C([O:50][C:51](=O)[CH2:52][NH:53][CH3:54])C.C(=O)(O)[O-].[Na+]>CN(C1C=CN=CC=1)C.O1CCOCC1.O>[Cl:1][C:2]1[CH:7]=[C:6]([Cl:8])[CH:5]=[CH:4][C:3]=1[C:9]([OH:46])([CH2:10][N:11]1[CH:15]=[N:14][CH:13]=[N:12]1)[CH2:16][O:17][C:18]1[CH:19]=[CH:20][C:21]([N:24]2[CH2:25][CH2:26][N:27]([C:30]3[CH:31]=[CH:32][C:33]([N:36]4[C:51](=[O:50])[CH2:52][N:53]([CH3:54])[C:37]4=[O:38])=[CH:34][CH:35]=3)[CH2:28][CH2:29]2)=[CH:22][CH:23]=1 |f:1.2,3.4|. The product is ClC1=C(C=CC(=C1)Cl)C(COC1=CC=C(C=C1)N1CCN(CC1)C1=CC=C(C=C1)N1C(N(CC1=O)C)=O)(CN1N=CN=C1)O (3-(4-[4-(4-[2-(2,4-Dichlorophenyl)-2-hydroxy-3-(1H-1,2,4-triazol-1-yl)prop-1-oxy]phenyl)piperazin-1-yl]phenyl)-1-methylimidazolidin-2,4-dione). The reagents and catalysts are CN(C)C1=CC=NC=C1 (4-(N,N-dimethylamino)pyridine). Procedure: A mixture of 2-(2,4-dichlorophenyl)-3-(4-[4-(4-phenoxycarbonylaminophenyl)piperazin-1-yl]phenoxy)-1-(1H-1,2,4-triazol-1-yl)propan-2-ol (see Preparation 2) (0.3 g, 0.45 mmole), sarcosine ethyl ester hydrochloride (0.09 g, 0.58 mmole), 4-(N,N-dimethylamino)pyridine (0.03 g, 0.24 mmole) and sodium bicarbonate (0.09 g, 1 mmole) in 1,4-dioxane (30 ml) was heated under reflux for 18 hours. After cooling, the mixture was diluted with water, extracted with ethyl acetate and the organic phase washed with... The reactants are ClC1=C(C=CC(=C1)Cl)C(CN1N=CN=C1)(COC1=CC=C(C=C1)N1CCN(CC1)C1=CC=C(C=C1)NC(=O)OC1=CC=CC=C1)O (2-(2,4-dichlorophenyl)-3-(4-[4-(4-phenoxycarbonylaminophenyl)piperazin-1-yl]phenoxy)-1-(1H-1,2,4-triazol-1-yl)propan-2-ol), Cl.C(C)OC(CNC)=O (sarcosine ethyl ester hydrochloride), C([O-])(O)=O.[Na+] (sodium bicarbonate). The solvent is O1CCOCC1 (1,4-dioxane), O (water). The yield is 90.8%. The reactants are COC1=C(C=CC=C1OC1=C(C=CC=C1)C)C(N)C(=O)O (2-[2-Methoxy-3-(o-tolyloxy)phenyl]glycine), C(C)(=O)OC(C)=O (acetic anhydride), I (hydriodic acid), [OH-].[Na+] (sodium hydroxide). Run in O (water). Product: OC1=C(C=CC=C1OC1=C(C=CC=C1)C)C(N)C(=O)O (2-[2-hydroxy-3-(o-tolyloxy)phenyl]glycine). The yield is 7040.1%. RXN SMILES: C[O:2][C:3]1[C:8]([O:9][C:10]2[CH:15]=[CH:14][CH:13]=[CH:12][C:11]=2[CH3:16])=[CH:7][CH:6]=[CH:5][C:4]=1[CH:17]([C:19]([OH:21])=[O:20])[NH2:18].C(OC(=O)C)(=O)C.I.[OH-].[Na+]>O>[OH:2][C:3]1[C:8]([O:9][C:10]2[CH:15]=[CH:14][CH:13]=[CH:12][C:11]=2[CH3:16])=[CH:7][CH:6]=[CH:5][C:4]=1[CH:17]([C:19]([OH:21])=[O:20])[NH2:18] |f:3.4|. Procedure details: 2-[2-Methoxy-3-(o-tolyloxy)phenyl]glycine (22.4 g) was added to a mixture of acetic anhydride (75 ml) and hydriodic acid (55-58%, 150 ml), and the mixture was refluxed under heating for 9 hours. The reaction mixture was poured into water (1 l) and adjusted to pH 12 with 20% aqueous sodium hydroxide. The solution was washed with diethyl ether and adjusted to pH 6.0 with conc. hydrochloric acid. The precipitating crystals were collected by filtration washed with water and dried to give 2-[2-hydrox... The reactants are [N+](=O)([O-])C1=C(C=C(N)C=C1)C(F)(F)F (4-nitro-3-trifluoromethylaniline), C(C(C)C)(=O)Cl (isobutyrylchloride), ice water. The solvent is N1=CC=CC=C1 (pyridine). Product: [N+](=O)([O-])C1=C(C=C(NC(C(C)C)=O)C=C1)C(F)(F)F (4'-Nitro-3'-trifluoromethylisobutyranilide). Reaction SMILES: [N+:1]([C:4]1[CH:10]=[CH:9][C:7]([NH2:8])=[CH:6][C:5]=1[C:11]([F:14])([F:13])[F:12])([O-:3])=[O:2].[C:15](Cl)(=[O:19])[CH:16]([CH3:18])[CH3:17]>N1C=CC=CC=1>[N+:1]([C:4]1[CH:10]=[CH:9][C:7]([NH:8][C:15](=[O:19])[CH:16]([CH3:18])[CH3:17])=[CH:6][C:5]=1[C:11]([F:12])([F:13])[F:14])([O-:3])=[O:2]. Procedure: To a stirred, cooled solution of 100 g. of 4-nitro-3-trifluoromethylaniline in 400 ml. of pyridine, slowly and in a dropwise fashion, add 54 g. of isobutyrylchloride and then heat the reaction mixture on a steam bath for 1.5 hours. Cool and pour the resulting mixture into ice-water, filter and water-wash the crude anilide, crystallize the product of this example from benzene to obtain analytically pure material, m.p. 111.5°-112.5° C. Reactants: [N+](=O)([O-])C1=C(C=CC(=C1)OC)O (2-nitro-4-methoxyphenol), [OH-].[Na+] (sodium hydroxide), Cl (hydrochloric acid), S(=S)(=O)([O-])[O-].[Na+].[Na+] (sodium thiosulfate). Run in O (water). Run at time 2 hour. Yields the product NC1=C(C=CC(=C1)OC)O (2-amino-4-methoxyphenol). Isolated yield 91.2%. As a reaction SMILES: [N+:1]([C:4]1[CH:9]=[C:8]([O:10][CH3:11])[CH:7]=[CH:6][C:5]=1[OH:12])([O-])=O.[OH-].[Na+].S([O-])([O-])(=O)=S.[Na+].[Na+].Cl>O>[NH2:1][C:4]1[CH:9]=[C:8]([O:10][CH3:11])[CH:7]=[CH:6][C:5]=1[OH:12] |f:1.2,3.4.5|. Procedure details: 40 g of 2-nitro-4-methoxyphenol were stirred into a mixture of 200 ml of water and 200 ml of 35% strength sodium hydroxide solution in the dark. 100 g of sodium thiosulfate were added to the reaction mixture and the mixture was stirred at room temperature for a further 2 hours. For work-up, the reaction mixture was neutralized by the addition of 12N hydrochloric acid solution and extracted four times with 500 ml of ethyl acetate. The organic extracts were washed twice with 500 ml of water, dried...